This data is from the Open Reaction Database (ORD), a public repository of structured organic reaction records. The task is: describe an organic reaction: reactants, conditions, products, and yield Starting materials: CC1=NC2=CC=C(C=C2C(=C1)N1CC(CC1)C1=CC=CC=C1)N (2-Methyl-6-amino-4-(3-phenylpyrrolidin-1-yl)quinoline), COC1=CC=C(C=O)C=C1 (4-methoxybenzaldehyde), C(C)(=O)O[BH-](OC(C)=O)OC(C)=O.[Na+] (sodium triacetoxyborohydride), C(C)(=O)O (acetic acid). Solvent: ClCCCl (1,2-dichloroethane), [OH-].[Na+] (sodium hydroxide). Product: COC1=CC=C(CNC=2C=C3C(=CC(=NC3=CC2)C)N2CC(CC2)C2=CC=CC=C2)C=C1 ((4-Methoxybenzyl)-[2-methyl-4-(3-phenylpyrrolidin-1-yl)quinolin-6-yl]amine). Yield: 9.0%. Reaction SMILES: [CH3:1][C:2]1[CH:11]=[C:10]([N:12]2[CH2:16][CH2:15][CH:14]([C:17]3[CH:22]=[CH:21][CH:20]=[CH:19][CH:18]=3)[CH2:13]2)[C:9]2[C:4](=[CH:5][CH:6]=[C:7]([NH2:23])[CH:8]=2)[N:3]=1.[CH3:24][O:25][C:26]1[CH:33]=[CH:32][C:29]([CH:30]=O)=[CH:28][CH:27]=1.C(O[BH-](OC(=O)C)OC(=O)C)(=O)C.[Na+].C(O)(=O)C>ClCCCl.[OH-].[Na+]>[CH3:24][O:25][C:26]1[CH:33]=[CH:32][C:29]([CH2:30][NH:23][C:7]2[CH:8]=[C:9]3[C:4](=[CH:5][CH:6]=2)[N:3]=[C:2]([CH3:1])[CH:11]=[C:10]3[N:12]2[CH2:16][CH2:15][CH:14]([C:17]3[CH:22]=[CH:21][CH:20]=[CH:19][CH:18]=3)[CH2:13]2)=[CH:28][CH:27]=1 |f:2.3,6.7|. Procedure: 2-Methyl-6-amino-4-(3-phenylpyrrolidin-1-yl)quinoline (0.08 g; see Example 45 below), 4-methoxybenzaldehyde (0.071 g), sodium triacetoxyborohydride (0.165 g) and acetic acid (0.05 mL) in 1,2-dichloroethane (5 mL) was refluxed for 4 hours. The reaction mixture was diluted with 1 N sodium hydroxide and extracted with ethyl acetate, washed with water, dried (MgSO4), filtered and evaporated. The residue was purified by chromatography on silica, eluting with a mixture of dichloromethane, and methanol...